This data is from the Open Reaction Database (ORD), a public repository of structured organic reaction records. The task is: describe an organic reaction: reactants, conditions, products, and yield Starting materials: Cl (hydrochloric acid), [Cl-].[Al+3].[Cl-].[Cl-] (aluminum chloride), ClC1=CC=CC2=CC3=CC=CC=C3C=C12 (1-chloroanthracene), C(C(=O)Cl)(=O)Cl (oxalyl chloride), [Cl-].[Al+3].[Cl-].[Cl-] (aluminum chloride). Solvent: C(=S)=S (carbon disulfide), C(=S)=S (carbon disulfide), C(=S)=S (carbon disulfide). Reaction conditions: temperature 0 celsius, time 2 hour. Product: ClC1=CC=C2C(C(C=3C4=CC=CC=C4C=C1C32)=O)=O (5-chloro-aceanthrylene-1,2-dione). The yield is 53.0%. Reaction SMILES: [Cl-].[Al+3].[Cl-].[Cl-].[Cl:5][C:6]1[C:19]2[C:10](=[CH:11][C:12]3[C:17]([CH:18]=2)=[CH:16][CH:15]=[CH:14][CH:13]=3)[CH:9]=[CH:8][CH:7]=1.[C:20](Cl)(=[O:24])[C:21](Cl)=[O:22].Cl>C(=S)=S>[Cl:5][C:6]1[C:19]2[C:10]3[C:9]([C:20](=[O:24])[C:21](=[O:22])[C:11]=3[C:12]3[C:17]([CH:18]=2)=[CH:16][CH:15]=[CH:14][CH:13]=3)=[CH:8][CH:7]=1 |f:0.1.2.3|. Procedure details: Anhydrous aluminum chloride (3.5 g, 26.2 mmol) was added to a cold (0° C.) mixture of 1-chloroanthracene (3 g, 14.1 mmol) and oxalyl chloride (10 g, 78.8 mmol) in 30 ml of dry carbon disulfide. After stirring the reaction mixture under an argon atmosphere for two hours at 0° C., additional portions of anhydrous carbon disulfide (30 ml) and dry aluminum chloride (2.25 g, 18.7 mmol) were added. Stirring at 0° C. was continued for an additional two hours. Thereafter, an additional portion of anhydr... Starting materials: [H][H], CNc1cc([N+](=O)[O-])ccc1S(=O)(=O)O, [Na+], [OH-], O. Yields the product CNc1cc(N)ccc1S(=O)(=O)O. RXN SMILES: [H:18][H:19].[N+:1]([O-:2])(=[O:3])[c:4]1[cH:5][cH:6][c:7]([S:12](=[O:13])(=[O:14])[OH:15])[c:8]([NH:9][CH3:10])[cH:11]1.[Na+:17].[OH-:16].[OH2:20]>>[NH2:1][c:4]1[cH:5][cH:6][c:7]([S:12](=[O:13])(=[O:14])[OH:15])[c:8]([NH:9][CH3:10])[cH:11]1. Starting materials: C(C=C)N1CC2=C(C(C1)O)SC=C2 (5-allyl-4,5,6,7-tetrahydrothieno[3,2-c]pyridin-7-ol), ClC=1C=C(C=CC1Cl)F (3,4-dichloro-1-fluorobenzene). Product: Cl.C(C=C)N1CC2=C(C(C1)OC1=CC(=C(C=C1)Cl)Cl)SC=C2 (5-Allyl-7-(3,4-dichlorophenyloxy)-4,5,6,7-tetrahydrothieno[3,2-c]pyridine hydrochloride). RXN SMILES: [CH2:1]([N:4]1[CH2:9][CH:8]([OH:10])[C:7]2[S:11][CH:12]=[CH:13][C:6]=2[CH2:5]1)[CH:2]=[CH2:3].[Cl:14][C:15]1[CH:16]=[C:17](F)[CH:18]=[CH:19][C:20]=1[Cl:21]>>[ClH:14].[CH2:1]([N:4]1[CH2:9][CH:8]([O:10][C:18]2[CH:17]=[CH:16][C:15]([Cl:14])=[C:20]([Cl:21])[CH:19]=2)[C:7]2[S:11][CH:12]=[CH:13][C:6]=2[CH2:5]1)[CH:2]=[CH2:3] |f:2.3|. Procedure: The same method as in Example 3 was conducted using 5-allyl-4,5,6,7-tetrahydrothieno[3,2-c]pyridin-7-ol (Reference Example 16) instead of 6-methyl-4,5,6,7-tetrahydrothieno[2,3-c]pyridin-4-ol (Reference Example 6) and was conducted using 3,4-dichloro-1-fluorobenzene instead of 1,3-difluorobenzene to give the objective compound. Reactants: Cc1ccccc1, CNc1ccccc1, O=C(Cl)C(=O)Cl. Product: CN(C(=O)C(=O)Cl)c1ccccc1. Reaction SMILES: [CH3:15][c:16]1[cH:17][cH:18][cH:19][cH:20][cH:21]1.[CH3:1][NH:2][c:3]1[cH:4][cH:5][cH:6][cH:7][cH:8]1.[Cl:9][C:10](=[O:11])[C:12](=[O:13])[Cl:14]>>[CH3:1][N:2]([c:3]1[cH:4][cH:5][cH:6][cH:7][cH:8]1)[C:12]([C:10]([Cl:9])=[O:11])=[O:13]. The reactants are CC(C)(C)OC(=O)CC1(c2ccc(Br)s2)CCN(C(=O)OC(C)(C)C)CCS1(=O)=O, O=C([O-])O, CCOC(C)=O, Cl, [Na+]. Product: CC(C)(C)OC(=O)CC1(c2ccc(Br)s2)CCNCCS1(=O)=O. Reaction SMILES: [Br:1][c:2]1[cH:3][cH:4][c:5]([C:7]2([CH2:23][C:24](=[O:25])[O:26][C:27]([CH3:28])([CH3:29])[CH3:30])[CH2:8][CH2:9][N:10]([C:16]([O:17][C:18]([CH3:19])([CH3:20])[CH3:21])=[O:22])[CH2:11][CH2:12][S:13]2(=[O:14])=[O:15])[s:6]1.[C:32](=[O:33])([OH:34])[O-:35].[CH3:37][CH2:38][O:39][C:40](=[O:41])[CH3:42].[ClH:31].[Na+:36]>>[Br:1][c:2]1[cH:3][cH:4][c:5]([C:7]2([CH2:23][C:24](=[O:25])[O:26][C:27]([CH3:28])([CH3:29])[CH3:30])[CH2:8][CH2:9][NH:10][CH2:11][CH2:12][S:13]2(=[O:14])=[O:15])[s:6]1.